Dataset: the Open Reaction Database (ORD), a public repository of structured organic reaction records. Task: describe an organic reaction: reactants, conditions, products, and yield Starting materials: CC(=O)N1CCN(Cc2cccc([N+](=O)[O-])c2)CC1, COCCOC, [Na+], [OH-]. Product: O=[N+]([O-])c1cccc(CN2CCNCC2)c1. RXN SMILES: [C:1](=[O:2])([CH3:3])[N:4]1[CH2:5][CH2:6][N:7]([CH2:10][c:11]2[cH:12][c:13]([N+:17](=[O:18])[O-:19])[cH:14][cH:15][cH:16]2)[CH2:8][CH2:9]1.[CH2:22]([CH2:23][O:24][CH3:25])[O:26][CH3:27].[Na+:21].[OH-:20]>>[NH:4]1[CH2:5][CH2:6][N:7]([CH2:10][c:11]2[cH:12][c:13]([N+:17](=[O:18])[O-:19])[cH:14][cH:15][cH:16]2)[CH2:8][CH2:9]1. Starting materials: ClC(Cl)Cl, O=C(OO)c1cccc(Cl)c1, FC(F)(F)c1ccc(Cl)nc1, [Na+], [Na+], [Na+], O=C([O-])O, O=S([O-])([O-])=S. Yields the product [O-][n+]1cc(C(F)(F)F)ccc1Cl. RXN SMILES: [CH:35]([Cl:36])([Cl:37])[Cl:38].[Cl:12][c:13]1[cH:14][cH:15][cH:16][c:17]([C:18]([O:19][OH:21])=[O:20])[cH:22]1.[Cl:1][c:2]1[n:3][cH:4][c:5]([C:8]([F:9])([F:10])[F:11])[cH:6][cH:7]1.[Na+:28].[Na+:29].[Na+:30].[OH:31][C:32](=[O:33])[O-:34].[S:23]([O-:24])([O-:25])(=[O:26])=[S:27]>>[Cl:1][c:2]1[n+:3]([O-:20])[cH:4][c:5]([C:8]([F:9])([F:10])[F:11])[cH:6][cH:7]1. Starting materials: C1(CC1)C=1C(=CC(=C(C(=O)O)C1)F)OCC1(CCCCC1)C(F)(F)F (5-cyclopropyl-2-fluoro-4-((1-(trifluoromethyl)-cyclohexyl)methoxy)-benzoic acid), N1(CCC1)S(=O)(=O)N (azetidine-1-sulfonamide), C1(CC1)C=1C(=CC(=C(C(=O)O)C1)F)OCC1CCC(CC1)(F)F (5-cyclopropyl-4-((4,4-difluorocyclohexyl)-methoxy)-2-fluorobenzoic acid), CS(=O)(=O)N (methanesulfonamide). Yields the product N1(CCC1)S(=O)(=O)NC(C1=C(C=C(C(=C1)C1CC1)OCC1CCC(CC1)(F)F)F)=O (N-(azetidin-1-ylsulfonyl)-5-cyclopropyl-4-((4,4-difluorocyclohexyl)-methoxy)-2-fluorobenzamide). Reaction SMILES: C1(C2C(OCC3(C(F)(F)F)CCCCC3)=CC(F)=C(C=2)C(O)=O)CC1.[CH:26]1([C:29]2[C:30]([O:39][CH2:40][CH:41]3[CH2:46][CH2:45][C:44]([F:48])([F:47])[CH2:43][CH2:42]3)=[CH:31][C:32]([F:38])=[C:33]([CH:37]=2)[C:34]([OH:36])=O)[CH2:28][CH2:27]1.CS(N)(=O)=O.[N:54]1([S:58]([NH2:61])(=[O:60])=[O:59])[CH2:57][CH2:56][CH2:55]1>>[N:54]1([S:58]([NH:61][C:34](=[O:36])[C:33]2[CH:37]=[C:29]([CH:26]3[CH2:27][CH2:28]3)[C:30]([O:39][CH2:40][CH:41]3[CH2:46][CH2:45][C:44]([F:47])([F:48])[CH2:43][CH2:42]3)=[CH:31][C:32]=2[F:38])(=[O:60])=[O:59])[CH2:57][CH2:56][CH2:55]1. Procedure details: Following the procedure as described in preparation of Example 158 step 5, and making variations as required to replace 5-cyclopropyl-2-fluoro-4-((1-(trifluoromethyl)-cyclohexyl)methoxy)-benzoic acid with 5-cyclopropyl-4-((4,4-difluorocyclohexyl)-methoxy)-2-fluorobenzoic acid and to replace methanesulfonamide with azetidine-1-sulfonamide, the title compound was obtained (0.14 g, 47%) as a colorless solid: 1H NMR (300 MHz, CDCl3) δ8.72-8.57 (m, 1H), 7.66-7.54 (m, 1H), 6.64-6.50 (m, 1H), 4.32-4.19...